describe an organic reaction: reactants, conditions, products, and yield From a dataset of the Open Reaction Database (ORD), a public repository of structured organic reaction records. Starting materials: ClC(C(C(=O)OCC)=O)C1=CC=CC=C1 (ethyl 3-chloro-2-oxo-3-phenylpropanoate), FC(C(=S)N)(F)F (trifluorothioacetamide), C(=O)([O-])[O-].[Na+].[Na+] (Na2CO3). Run in CC#N (MeCN). Yields the product C1(=CC=CC=C1)C1=C(N=C(S1)C(F)(F)F)C(=O)OCC (ethyl 5-phenyl-2-(trifluoromethyl)-1,3-thiazole-4-carboxylate). RXN SMILES: Cl[CH:2]([C:10]1[CH:15]=[CH:14][CH:13]=[CH:12][CH:11]=1)[C:3](=O)[C:4]([O:6][CH2:7][CH3:8])=[O:5].[F:16][C:17]([F:22])([F:21])[C:18]([NH2:20])=[S:19].C([O-])([O-])=O.[Na+].[Na+]>CC#N>[C:10]1([C:2]2[S:19][C:18]([C:17]([F:22])([F:21])[F:16])=[N:20][C:3]=2[C:4]([O:6][CH2:7][CH3:8])=[O:5])[CH:15]=[CH:14][CH:13]=[CH:12][CH:11]=1 |f:2.3.4|. Procedure details: A solution of ethyl 3-chloro-2-oxo-3-phenylpropanoate and trifluorothioacetamide in MeCN was heated under reflux. To the reaction mixture was added an aqueous Na2CO3 solution, followed by extraction with EtOAc. The organic layer was washed with water and brine in this order, dried, and then concentrated under reduced pressure. The residue was purified by medium-pressure preparative liquid chromatography (silica gel, YAMAZEN YFLC WPrep2XY, hexane: EtOAc) to obtain ethyl 5-phenyl-2-(trifluoromethy... Starting materials: N1CCC=2C1=NC=CC2OC2=C(C=C(C=C2)N)F ([4-(2,3-dihydro-1H-pyrrolo[2,3-b]pyridin-4-yloxy)-3-fluoro-phenyl]amine), ClC1=NC(=NC(=C1)C1=CC=NC=C1)N (4-Chloro-6-(4-pyridinyl)-2-pyrimidinamine). Yields the product N1CCC=2C1=NC=CC2OC2=C(C=C(C=C2)NC2=NC(=NC(=C2)C2=CC=NC=C2)N)F (N4-[4-(2,3-Dihydro-1H-pyrrolo[2,3-b]pyridin-4-yloxy)-3-fluorophenyl]-6-pyridin-4-ylpyrimidine-2,4-diamine). Reaction SMILES: [NH:1]1[C:5]2=[N:6][CH:7]=[CH:8][C:9]([O:10][C:11]3[CH:16]=[CH:15][C:14]([NH2:17])=[CH:13][C:12]=3[F:18])=[C:4]2[CH2:3][CH2:2]1.Cl[C:20]1[CH:25]=[C:24]([C:26]2[CH:31]=[CH:30][N:29]=[CH:28][CH:27]=2)[N:23]=[C:22]([NH2:32])[N:21]=1>>[NH:1]1[C:5]2=[N:6][CH:7]=[CH:8][C:9]([O:10][C:11]3[CH:16]=[CH:15][C:14]([NH:17][C:20]4[CH:25]=[C:24]([C:26]5[CH:31]=[CH:30][N:29]=[CH:28][CH:27]=5)[N:23]=[C:22]([NH2:32])[N:21]=4)=[CH:13][C:12]=3[F:18])=[C:4]2[CH2:3][CH2:2]1. Procedure details: Analogously to example 25, the title compound is prepared from 19.7 mg (0.08 mmol) of [4-(2,3-dihydro-1H-pyrrolo[2,3-b]pyridin-4-yloxy)-3-fluoro-phenyl]amine (from example XLVI) and 17.4 mg (0.08 mmol) of 4-chloro-6-(4-pyridinyl)-2-pyrimidineamine (from example XXIX). Purification by preparative HPLC gives the product. The reactants are S (hydrogen sulfide), C(C)SC=1[C@]2(C)[C@@H](CC1)[C@@H]1CCC3=CC(C=C[C@]3(C)[C@]1([C@H](C2)O)F)=O (17-ethylthio-9-fluoro-11β-hydroxyandrosta-1,4,16-triene-3-one), B(F)(F)F.CCOCC (boron trifluoride etherate). Solvent: C(Cl)(Cl)Cl (chloroform), ClCCl (dichloromethane). Reaction conditions: temperature -40 celsius, time 3.75 hour. Product: CCS[C@@]1([C@]2(C)[C@@H](CC1)[C@@H]1CCC3=CC(C=C[C@]3(C)[C@]1([C@H](C2)O)F)=O)S (17β-Ethylthio-9-fluoro-11β-hydroxy-17α-mercaptoandrosta-1,4-diene-3-one). RXN SMILES: [CH2:1]([S:3][C:4]1[C@:5]2([CH2:22][C@H:21]([OH:23])[C@@:20]3([F:24])[C@@H:10]([CH2:11][CH2:12][C:13]4[C@:18]3([CH3:19])[CH:17]=[CH:16][C:15](=[O:25])[CH:14]=4)[C@@H:7]2[CH2:8][CH:9]=1)[CH3:6])[CH3:2].[SH2:26].B(F)(F)F.CCOCC>ClCCl.C(Cl)(Cl)Cl>[CH3:2][CH2:1][S:3][C@@:4]1([SH:26])[CH2:9][CH2:8][C@H:7]2[C@H:10]3[C@:20]([F:24])([C@@H:21]([OH:23])[CH2:22][C@:5]12[CH3:6])[C@:18]1([CH3:19])[C:13](=[CH:14][C:15](=[O:25])[CH:16]=[CH:17]1)[CH2:12][CH2:11]3 |f:2.3|. Procedure: A solution of 2.0 g of 17-ethylthio-9-fluoro-11β-hydroxyandrosta-1,4,16-triene-3-one in dry dichloromethane (120 ml) was cooled and stirred in a bath at about -40° C. and a slow stream of hydrogen sulfide gas was passed into the solution while boron trifluoride etherate (1.2 ml) was added. After about 3.5 to 4.0 hours, the mixture was diluted with chloroform, warmed to room temperature and washed successively with a dilute sodium bicarbonate solution and water. The soluiton was dried (anhydrous ... Reactants: CC1=C2C(=NC=C1)N(C(=C2)CCC)CC2=CC=C(C=C2)C2=C(C=CC=C2)C2=NN=NN2C(C2=CC=CC=C2)(C2=CC=CC=C2)C2=CC=CC=C2 (4-methyl-2-propyl-1-[[2'-(1-triphenylmethyl-1H-tetrazol-5-yl)[1,1']-biphenyl-4-yl]methyl]-1H-pyrrolo[2,3-b]pyridine), C(Cl)Cl (CH2Cl2). Reagents/catalysts: Cl (HCl), [NH4+].[OH-] (NH4OH). Solvent: CO (MeOH). The product is C(CC)C1=CC=2C(=NC=CC2)N1CC1=CC=C(C=C1)C1=C(C=CC=C1)C1=NN=NN1 (2-propyl-1-[[2'-(1H-tetrazol-5-yl)-[1,1']-biphenyl-4-yl]methyl]-1H-pyrrolo[2,3-b]-pyridine). Reaction SMILES: C[C:2]1[CH:7]=[CH:6][N:5]=[C:4]2[N:8]([CH2:14][C:15]3[CH:20]=[CH:19][C:18]([C:21]4[CH:26]=[CH:25][CH:24]=[CH:23][C:22]=4[C:27]4[N:31](C(C5C=CC=CC=5)(C5C=CC=CC=5)C5C=CC=CC=5)[N:30]=[N:29][N:28]=4)=[CH:17][CH:16]=3)[C:9]([CH2:11][CH2:12][CH3:13])=[CH:10][C:3]=12.C(Cl)Cl>CO.Cl.[NH4+].[OH-]>[CH2:11]([C:9]1[N:8]([CH2:14][C:15]2[CH:16]=[CH:17][C:18]([C:21]3[CH:26]=[CH:25][CH:24]=[CH:23][C:22]=3[C:27]3[NH:31][N:30]=[N:29][N:28]=3)=[CH:19][CH:20]=2)[C:4]2=[N:5][CH:6]=[CH:7][CH:2]=[C:3]2[CH:10]=1)[CH2:12][CH3:13] |f:4.5|. Reported procedure: To a stirred solution of 4-methyl-2-propyl-1-[[2'-(1-triphenylmethyl-1H-tetrazol-5-yl)[1,1']-biphenyl-4-yl]methyl]-1H-pyrrolo[2,3-b]pyridine (68 mg, 0.11 mmol) in 30 mL of 2:1 MeOH--CH2Cl2 at rt was added 2 drops of conc HCl. After 30 min 3 drops of conc NH4OH were added. Concentration and purification by flash chromatography (SiO2, 25% EtOAc/hexanes) gave 2-propyl-1-[[2'-(1H-tetrazol-5-yl)-[1,1']-biphenyl-4-yl]methyl]-1H-pyrrolo[2,3-b]-pyridine as a solid. FAB MS M+ +1=395. The reactants are C1CCOC1, [Li]CCCC, COc1cccc(CCBr)c1, COc1ccc(CC(=O)O)cc1, CCCCCC. Product: COc1ccc(C(CCc2cccc(OC)c2)C(=O)O)cc1. RXN SMILES: [CH2:29]1[O:30][CH2:31][CH2:32][CH2:33]1.[CH3:13][CH2:14][CH2:15][CH2:16][Li:17].[CH3:18][O:19][c:20]1[cH:21][c:22]([CH2:26][CH2:27][Br:28])[cH:23][cH:24][cH:25]1.[CH3:1][O:2][c:3]1[cH:4][cH:5][c:6]([CH2:7][C:8]([OH:9])=[O:10])[cH:11][cH:12]1.[CH3:34][CH2:35][CH2:36][CH2:37][CH2:38][CH3:39]>>[CH3:1][O:2][c:3]1[cH:4][cH:5][c:6]([CH:7]([C:8]([OH:9])=[O:10])[CH2:27][CH2:26][c:22]2[cH:21][c:20]([O:19][CH3:18])[cH:25][cH:24][cH:23]2)[cH:11][cH:12]1. The reactants are CCc1cc(-c2cccs2)c(C)[nH]c1=O, C1CCOC1, [Li]CCCC, CON(C)C(=O)c1ccccn1, O. Product: CCc1cc(-c2ccc(C(=O)c3ccccn3)s2)c(C)[nH]c1=O. Reaction SMILES: [CH2:1]([CH3:2])[c:3]1[c:4](=[O:15])[nH:5][c:6]([CH3:14])[c:7](-[c:9]2[s:10][cH:11][cH:12][cH:13]2)[cH:8]1.[CH2:34]1[O:35][CH2:36][CH2:37][CH2:38]1.[CH3:16][CH2:17][CH2:18][CH2:19][Li:20].[CH3:21][O:22][N:23]([C:24](=[O:25])[c:26]1[n:27][cH:28][cH:29][cH:30][cH:31]1)[CH3:32].[OH2:33]>>[CH2:1]([CH3:2])[c:3]1[c:4](=[O:15])[nH:5][c:6]([CH3:14])[c:7](-[c:9]2[s:10][c:11]([C:24](=[O:25])[c:26]3[n:27][cH:28][cH:29][cH:30][cH:31]3)[cH:12][cH:13]2)[cH:8]1. The reactants are CO, O=S(=O)(O)O, O=C(O)c1ccc2oc3ccccc3c(=O)c2c1. Product: COC(=O)c1ccc2oc3ccccc3c(=O)c2c1. RXN SMILES: [CH3:24][OH:25].[S:19](=[O:20])(=[O:21])([OH:22])[OH:23].[cH:1]1[c:2]([C:16](=[O:17])[OH:18])[cH:3][cH:4][c:5]2[o:6][c:7]3[cH:8][cH:9][cH:10][cH:11][c:12]3[c:13](=[O:15])[c:14]12>>[cH:1]1[c:2]([C:16](=[O:17])[O:18][CH3:24])[cH:3][cH:4][c:5]2[o:6][c:7]3[cH:8][cH:9][cH:10][cH:11][c:12]3[c:13](=[O:15])[c:14]12.